Dataset: the Open Reaction Database (ORD), a public repository of structured organic reaction records. Task: describe an organic reaction: reactants, conditions, products, and yield Starting materials: Cc1ccc(C(=O)O)cc1F, Cc1ccc(N)c(C)c1. Reagents/catalysts: C1CCC(CC1)N=C=NC2CCCCC2 (DCC), C1=CC2=C(C=C1Cl)N(N=N2)O (6-Cl-HOBT). Run in CN(C)C=O (DMF), CN(C)C=O (DMF), CN(C)C=O (DMF), CN(C)C=O (DMF), CN(C)C=O (DMF), CN(C)C=O (DMF). Reaction conditions: temperature 25 celsius, time 2 hour. Product: Cc1ccc(NC(=O)c2ccc(C)c(F)c2)c(C)c1. Isolated yield 81.2%. RXN SMILES: Cc1ccc(N)c(C)c1.Cc1ccc(C(=O)O)cc1F.C1CCC(CC1)N=C=NC2CCCCC2.C1=CC2=C(C=C1Cl)N(N=N2)O.CN(C)C=O>>Cc1ccc(NC(=O)c2ccc(C)c(F)c2)c(C)c1. Starting materials: N1C(=O)N(C)C=2N=CN(C)C2C1=O (Theobromine), ClC1=CC=C(OCCCCCCBr)C=C1 (6-(4-chlorophenoxy)hexyl bromide). The product is ClC1=CC=C(OCCCCCCN2C(=O)N(C)C=3N=CN(C)C3C2=O)C=C1 (6-(4-chlorophenoxy)hexyltheobromine). Isolated yield 61.0%. Reaction SMILES: [NH:1]1[C:12](=[O:13])[C:11]2[N:9]([CH3:10])[CH:8]=[N:7][C:6]=2[N:4]([CH3:5])[C:2]1=[O:3].[Cl:14][C:15]1[CH:28]=[CH:27][C:18]([O:19][CH2:20][CH2:21][CH2:22][CH2:23][CH2:24][CH2:25]Br)=[CH:17][CH:16]=1>>[Cl:14][C:15]1[CH:28]=[CH:27][C:18]([O:19][CH2:20][CH2:21][CH2:22][CH2:23][CH2:24][CH2:25][N:1]2[C:12](=[O:13])[C:11]3[N:9]([CH3:10])[CH:8]=[N:7][C:6]=3[N:4]([CH3:5])[C:2]2=[O:3])=[CH:17][CH:16]=1. Procedure: Theobromine and 6-(4-chlorophenoxy)hexyl bromide were reacted and treated in substantially the same manner as described in Example 9(a) to give 6-(4-chlorophenoxy)hexyltheobromine (61%).